From a dataset of the Open Reaction Database (ORD), a public repository of structured organic reaction records. describe an organic reaction: reactants, conditions, products, and yield Reactants: Cl.NCC1=NC=CN=C1Cl (2-Aminomethyl-3-chloropyrazine hydrochloride), CN1C(CC(CC1)C(=O)O)=O (1-methyl-2-oxopiperidine-4-carboxylic acid). Product: ClC=1C(=NC=CN1)CNC(=O)C1CC(N(CC1)C)=O (N-((3-chloropyrazin-2-yl)methyl)-1-methyl-2-oxopiperidine-4-carboxamide). Isolated yield 62.0%. As a reaction SMILES: Cl.[NH2:2][CH2:3][C:4]1[C:9]([Cl:10])=[N:8][CH:7]=[CH:6][N:5]=1.[CH3:11][N:12]1[CH2:17][CH2:16][CH:15]([C:18](O)=[O:19])[CH2:14][C:13]1=[O:21]>>[Cl:10][C:9]1[C:4]([CH2:3][NH:2][C:18]([CH:15]2[CH2:16][CH2:17][N:12]([CH3:11])[C:13](=[O:21])[CH2:14]2)=[O:19])=[N:5][CH:6]=[CH:7][N:8]=1 |f:0.1|. Procedure: 2-Aminomethyl-3-chloropyrazine hydrochloride (content 77%; 5.36 mmol, 1.0 g) and 1-methyl-2-oxopiperidine-4-carboxylic acid (5.36 mmol, 0.843 g) were applied according to the procedure in example 13 step 13a and purified using column chromatography (silica gel; dichloromethane with 10% methanol) to give N-((3-chloropyrazin-2-yl)methyl)-1-methyl-2-oxopiperidine-4-carboxamide (940 mg). Reactants: CN(C)C=O, ClCCBr, O=C1Nc2ccc(F)cc2C1=O, [H-], [Na+]. Yields the product O=C1C(=O)N(CCCl)c2ccc(F)cc21. Reaction SMILES: [CH3:19][N:20]([CH3:21])[CH:22]=[O:23].[Cl:15][CH2:16][CH2:17][Br:18].[F:1][c:2]1[cH:3][c:4]2[c:8]([cH:9][cH:10]1)[NH:7][C:6](=[O:11])[C:5]2=[O:12].[H-:13].[Na+:14]>>[F:1][c:2]1[cH:3][c:4]2[c:8]([cH:9][cH:10]1)[N:7]([CH2:17][CH2:16][Cl:15])[C:6](=[O:11])[C:5]2=[O:12]. The reactants are COC=1C=C2C=CC(=CC2=CC1)B1OC(C(O1)(C)C)(C)C (2-(6-methoxy-naphthalen-2-yl)-4,4,5,5-tetramethyl-[1,3,2]dioxaborolane), ClC=1C=C(N=NC1)CN1C(=NC=C1)C (5-chloro-3-(2-methyl-imidazol-1-yl-methyl)-pyridazine). Yields the product Cl.COC=1C=C2C=CC(=CC2=CC1)C=1C=C(N=NC1)CN1C(=NC=C1)C (5-(6-Methoxy-naphthalen-2-yl)-3-(2-methyl-imidazol-1-yl-methyl)-pyridazine hydrochloride). As a reaction SMILES: [CH3:1][O:2][C:3]1[CH:4]=[C:5]2[C:10](=[CH:11][CH:12]=1)[CH:9]=[C:8](B1OC(C)(C)C(C)(C)O1)[CH:7]=[CH:6]2.[Cl:22][C:23]1[CH:24]=[C:25]([CH2:29][N:30]2[CH:34]=[CH:33][N:32]=[C:31]2[CH3:35])[N:26]=[N:27][CH:28]=1>>[ClH:22].[CH3:1][O:2][C:3]1[CH:4]=[C:5]2[C:10](=[CH:11][CH:12]=1)[CH:9]=[C:8]([C:23]1[CH:24]=[C:25]([CH2:29][N:30]3[CH:34]=[CH:33][N:32]=[C:31]3[CH3:35])[N:26]=[N:27][CH:28]=1)[CH:7]=[CH:6]2 |f:2.3|. Reported procedure: The title compound, MS: m/e 331.4 (M+H+), was prepared from 2-(6-methoxy-naphthalen-2-yl)-4,4,5,5-tetramethyl-[1,3,2]dioxaborolane and 5-chloro-3-(2-methyl-imidazol-1-yl-methyl)-pyridazine. Starting materials: [O-][N+]1=NC(=NC2=C1C=C1CCCC1=C2)CCCO (3-(1-Oxido-7,8-dihydro-6H-indeno[5,6-e][1,2,4]triazin-3-yl)-1-propanol), N (NH3), OO (H2O2), C(=O)(C(F)(F)F)OC(=O)C(F)(F)F (TFAA). The solvent is C(Cl)Cl (DCM), C(Cl)Cl (DCM). Conditions: temperature 0 celsius, time 5 minute. Product: [N+](=O)([O-])C1=C(C=C2CCCC2=C1)NC(C)=O (N-(6-nitro-2,3-dihydro-1H-inden-5-yl)acetamide). As a reaction SMILES: [OH:1]O.C(O[C:10]([C:12](F)(F)F)=[O:11])(C(F)(F)F)=O.[O-:16][N+:17]1[C:22]2[CH:23]=[C:24]3[C:28](=[CH:29][C:21]=2[N:20]=C(CCCO)N=1)[CH2:27][CH2:26][CH2:25]3.N>C(Cl)Cl>[N+:17]([C:22]1[CH:23]=[C:24]2[C:28]([CH2:27][CH2:26][CH2:25]2)=[CH:29][C:21]=1[NH:20][C:10](=[O:11])[CH3:12])([O-:16])=[O:1]. Procedure: H2O2 (70%, 1.6 mL, ca. 33 mmol) was added dropwise to a stirred solution of TFAA (4.6 mL, 33 mmol) in DCM (30 mL) at 0° C. The solution was stirred at 0° C. for 5 min, warmed to 20° C. for 10 min, then cooled to 0° C. The solution was added to a solution of 1-oxide 70 (0.86 g, 3.3 mmol) in DCM (50 mL) at 0° C. and the solution was stirred at 20° C. for 16 h. Dilute aqueous NH3 solution (30 mL) was added and the mixture stirred vigorously for 30 min and then extracted with DCM (4×50 mL). The comb... Reactants: BrCc1csc(-c2ccccc2)c1, O=C1NC(=O)c2ccccc21, CN(C)C=O, [K]. The product is O=C1c2ccccc2C(=O)N1Cc1csc(-c2ccccc2)c1. As a reaction SMILES: [Br:13][CH2:14][c:15]1[cH:16][c:17](-[c:20]2[cH:21][cH:22][cH:23][cH:24][cH:25]2)[s:18][cH:19]1.[C:1]1(=[O:11])[c:2]2[c:3]([cH:7][cH:8][cH:9][cH:10]2)[C:4](=[O:6])[NH:5]1.[CH3:26][N:27]([CH3:28])[CH:29]=[O:30].[K:12]>>[C:1]1(=[O:11])[c:2]2[c:3]([cH:7][cH:8][cH:9][cH:10]2)[C:4](=[O:6])[N:5]1[CH2:14][c:15]1[cH:16][c:17](-[c:20]2[cH:21][cH:22][cH:23][cH:24][cH:25]2)[s:18][cH:19]1.